This data is from the Open Reaction Database (ORD), a public repository of structured organic reaction records. The task is: describe an organic reaction: reactants, conditions, products, and yield Starting materials: O=C1C=CC(C=2COC(=CC21)C(=O)CBr)=O (Bromomethyl (5,8-dioxo-5,8-dihydrobenzo [2,3-C] pyran-3-yl) ketone), C(C)(=O)OC=CC=C (acetoxybutadiene). The solvent is C1(=CC=CC=C1)C (toluene). Reaction conditions: time 8 hour. Yields the product O=C1C2=CC=CC=C2C(C=2COC(=CC21)C(=O)CBr)=O (Bromomethyl (5,10-dioxo-5,10-dihydronaphtho [2,3-C] pyran-3-yl) Ketone). Yield: 62.0%. RXN SMILES: [O:1]=[C:2]1[C:11]2[CH:10]=[C:9]([C:12]([CH2:14][Br:15])=[O:13])[O:8][CH2:7][C:6]=2[C:5](=[O:16])[CH:4]=[CH:3]1.C(O[CH:21]=[CH:22][CH:23]=[CH2:24])(=O)C>C1(C)C=CC=CC=1>[O:1]=[C:2]1[C:11]2[CH:10]=[C:9]([C:12]([CH2:14][Br:15])=[O:13])[O:8][CH2:7][C:6]=2[C:5](=[O:16])[C:4]2[C:3]1=[CH:21][CH:22]=[CH:23][CH:24]=2. Procedure details: To a solution containing one equivalent of isochromandione (263 mg, 0.92 mmol) from step 1 (example 6) in 25 ml of dry toluene was added three equivalents (2.7 mmol) of acetoxybutadiene. The reaction mixture was stirred overnight under argon at room temperature and then two hours at 60° C. After removal of solvent, the crude product was flash chromatographed (toluene/EtOAc,9:1). The titled orange compound was isolated (192 mg) in 62% yield. The reactants are O (water), CC(=O)C.OS(=O)(=O)O.O=[Cr](=O)=O (Jones' reagent), OCC1(COC2=C(O1)C=CC=C2)C (2-hydroxymethyl-2-methyl-1,4-benzodioxan), C(C)(C)O (Isopropanol). The solvent is CC(=O)C (acetone). The product is CC1(COC2=C(O1)C=CC=C2)C(=O)O (2-methyl-1,4-benzodioxan-2-carboxylic acid). Reaction SMILES: CC(C)=[O:3].OS(O)(=O)=O.O=[Cr](=O)=O.[OH:14][CH2:15][C:16]1([CH3:26])[O:21][C:20]2[CH:22]=[CH:23][CH:24]=[CH:25][C:19]=2[O:18][CH2:17]1.C(O)(C)C.O>CC(C)=O>[CH3:26][C:16]1([C:15]([OH:3])=[O:14])[O:21][C:20]2[CH:22]=[CH:23][CH:24]=[CH:25][C:19]=2[O:18][CH2:17]1 |f:0.1.2|. Procedure: Jones' reagent (33.3 ml.) was added dropwise to a stirred solution of 2-hydroxymethyl-2-methyl-1,4-benzodioxan (5 g.) in acetone (300 ml.) at 5° C., then the reaction was allowed to attain room temperature. Isopropanol (10 ml.) was then added followed by water (200 ml.), the solution extracted with chloroform and the extracts evaporated in vacuo. The residual oil was taken up in chloroform (200 ml.) then extracted with dilute sodium bicarbonate solution and the aqueous phase further washed with ... Starting materials: C(#N)C=1C=C(CN2C([C@H](CC2)NS(=O)(=O)C=2SC(=C(C2)Cl)Cl)=O)C=CC1 (4,5-dichlorothiophene-2-sulfonic acid [1-(3-cyanobenzyl)-2-oxopyrrolidin-3-(S)-yl]amide), C(C1=CC=CC=C1)I (benzyl iodide). Product: C(#N)C=1C=C(CN2C([C@H](CC2)N(S(=O)(=O)C=2SC(=C(C2)Cl)Cl)CC2=CC=CC=C2)=O)C=CC1 (4,5-Dichlorothiophene-2-sulfonic acid [1-(3-cyanobenzyl)-2-oxopyrrolidin-3-(S)-yl]benzylamide). RXN SMILES: [C:1]([C:3]1[CH:4]=[C:5]([CH:24]=[CH:25][CH:26]=1)[CH2:6][N:7]1[CH2:11][CH2:10][C@H:9]([NH:12][S:13]([C:16]2[S:17][C:18]([Cl:22])=[C:19]([Cl:21])[CH:20]=2)(=[O:15])=[O:14])[C:8]1=[O:23])#[N:2].[CH2:27](I)[C:28]1[CH:33]=[CH:32][CH:31]=[CH:30][CH:29]=1>>[C:1]([C:3]1[CH:4]=[C:5]([CH:24]=[CH:25][CH:26]=1)[CH2:6][N:7]1[CH2:11][CH2:10][C@H:9]([N:12]([CH2:27][C:28]2[CH:33]=[CH:32][CH:31]=[CH:30][CH:29]=2)[S:13]([C:16]2[S:17][C:18]([Cl:22])=[C:19]([Cl:21])[CH:20]=2)(=[O:14])=[O:15])[C:8]1=[O:23])#[N:2]. Procedure: The title compound is prepared as described in EXAMPLE 25, Part A using 4,5-dichlorothiophene-2-sulfonic acid [1-(3-cyanobenzyl)-2-oxopyrrolidin-3-(S)-yl]amide, prepared as described in EXAMPLE 80, part A, and benzyl iodide. The crude product is purified by column chromatography eluting with gradient of 20% EtOAc/hexanes to 40% EtOAc/hexanes to afford the title compound as a white foam. Reactants: [H-].[Na+] (Sodium hydride), CN(C)C=O (DMF), [N+](=O)([O-])C1=C(CC2(C(NCCC2)=O)C(=O)OCC)C=CC=C1 (ethyl 3-(2-nitrobenzyl)-2-oxo-3-piperidinecarboxylate), C(CC)I (propyl iodide). Solvent: O (water). Conditions: time 30 minute. Yields the product [N+](=O)([O-])C1=C(CC2(C(N(CCC2)CCC)=O)C(=O)OCC)C=CC=C1 (Ethyl 3-(2-nitrobenzyl)-2-oxo-1-propyl-3-piperidinecarboxylate). As a reaction SMILES: [H-].[Na+].CN(C=O)C.[N+:8]([C:11]1[CH:29]=[CH:28][CH:27]=[CH:26][C:12]=1[CH2:13][C:14]1([C:21]([O:23][CH2:24][CH3:25])=[O:22])[CH2:19][CH2:18][CH2:17][NH:16][C:15]1=[O:20])([O-:10])=[O:9].[CH2:30](I)[CH2:31][CH3:32]>O>[N+:8]([C:11]1[CH:29]=[CH:28][CH:27]=[CH:26][C:12]=1[CH2:13][C:14]1([C:21]([O:23][CH2:24][CH3:25])=[O:22])[CH2:19][CH2:18][CH2:17][N:16]([CH2:30][CH2:31][CH3:32])[C:15]1=[O:20])([O-:10])=[O:9] |f:0.1|. Procedure details: Sodium hydride (60% dispersion in oil, 1.59 g) was added to a DMF solution (100 ml) of ethyl 3-(2-nitrobenzyl)-2-oxo-3-piperidinecarboxylate (11.0 g) and propyl iodide (5.79 ml) under ice-cooling. The reaction mixture was stirred at room temperature for 30 minutes. The reaction mixture was diluted with water and extracted with a mixture of ethyl acetate and diethyl ether. The residue was purified by silica gel column chromatography (eluent: ethyl acetate/hexane=1/4 to 1/2) to obtain the entitled... Starting materials: O=C([O-])[O-], CC(C)COCc1nc(Cl)c2ccc(-c3ncccc3C(F)(F)F)nc2n1, Cl, [Cs+], [Cs+], Nc1ccc(C(F)(F)F)cn1, C1COCCO1, O=C(C=Cc1ccccc1)C=Cc1ccccc1, O=C(C=Cc1ccccc1)C=Cc1ccccc1, O=C(C=Cc1ccccc1)C=Cc1ccccc1, [Pd], [Pd]. Product: CC(C)COCc1nc(Nc2ccc(C(F)(F)F)cn2)c2ccc(-c3ncccc3C(F)(F)F)nc2n1. As a reaction SMILES: [C:40](=[O:41])([O-:42])[O-:43].[Cl:1][c:2]1[c:3]2[c:4]([n:5][c:6]([CH2:8][O:9][CH2:10][CH:11]([CH3:12])[CH3:13])[n:7]1)[n:14][c:15](-[c:18]1[n:19][cH:20][cH:21][cH:22][c:23]1[C:24]([F:25])([F:26])[F:27])[cH:16][cH:17]2.[ClH:28].[Cs+:44].[Cs+:45].[NH2:29][c:30]1[n:31][cH:32][c:33]([C:36]([F:37])([F:38])[F:39])[cH:34][cH:35]1.[O:46]1[CH2:47][CH2:48][O:49][CH2:50][CH2:51]1.[O:54]=[C:55]([CH:56]=[CH:57][c:58]1[cH:59][cH:60][cH:61][cH:62][cH:63]1)[CH:64]=[CH:65][c:66]1[cH:67][cH:68][cH:69][cH:70][cH:71]1.[O:72]=[C:73]([CH:74]=[CH:75][c:76]1[cH:77][cH:78][cH:79][cH:80][cH:81]1)[CH:82]=[CH:83][c:84]1[cH:85][cH:86][cH:87][cH:88][cH:89]1.[O:90]=[C:91]([CH:92]=[CH:93][c:94]1[cH:95][cH:96][cH:97][cH:98][cH:99]1)[CH:100]=[CH:101][c:102]1[cH:103][cH:104][cH:105][cH:106][cH:107]1.[Pd:52].[Pd:53]>>[c:2]1([NH:29][c:30]2[n:31][cH:32][c:33]([C:36]([F:37])([F:38])[F:39])[cH:34][cH:35]2)[c:3]2[c:4]([n:5][c:6]([CH2:8][O:9][CH2:10][CH:11]([CH3:12])[CH3:13])[n:7]1)[n:14][c:15](-[c:18]1[n:19][cH:20][cH:21][cH:22][c:23]1[C:24]([F:25])([F:26])[F:27])[cH:16][cH:17]2.